The task is: describe an organic reaction: reactants, conditions, products, and yield. This data is from the Open Reaction Database (ORD), a public repository of structured organic reaction records. Starting materials: P(=O)(Cl)(Cl)Cl (phosphorus oxychloride), ice, C1CCC(CC1)N=C=NC2CCCCC2 (DCC), C(O)([O-])=O.[Na+] (sodium hydrogencarbonate), C(=O)NC=1SC=C(N1)C(C(=O)O)=NOC (2-(2-formylamino1,3-thiazol-4-yl)-2-methoxyiminoacetic acid), NC1[C@@H]2N(C(=C(CS2)CSC2=CC(=NC=3N2N=C(N3)COC)C)C(=O)OCOC(C(C)(C)C)=O)C1=O (pivaloyloxymethyl 7-amino-3-[(2-methoxymethyl-5-methyl-s-triazolo[1,5-a]pyrimidin-7-yl)thiomethyl]-3-cephem-4-carboxylate), ON1N=NC2=C1C=CC=C2 (1-hydroxybenzotriazole). The solvent is CCOCC (ether), CO (methanol), C(C)(=O)OCC (ethyl acetate), O (water), CN(C)C=O (DMF). Conditions: time 1.5 hour. Product: NC=1SC=C(N1)C(C(=O)NC1[C@@H]2N(C(=C(CS2)CSC2=CC(=NC=3N2N=C(N3)COC)C)C(=O)OCOC(C(C)(C)C)=O)C1=O)=NOC (pivaloyloxymethyl 7-[2-(2-amino-1,3-thiazol-4-yl)-2-methoxyiminoacetamido]-3-[(2-methoxymethyl-5-methyl-s-triazolo[1,5-a]pyrimidin-7-yl)thiomethyl]-3-cephem-4-carboxylate). Yield: 31.6%. RXN SMILES: C([NH:3][C:4]1[S:5][CH:6]=[C:7]([C:9](=[N:13][O:14][CH3:15])[C:10]([OH:12])=O)[N:8]=1)=O.[NH2:16][CH:17]1[C:50](=[O:51])[N:19]2[C:20]([C:39]([O:41][CH2:42][O:43][C:44](=[O:49])[C:45]([CH3:48])([CH3:47])[CH3:46])=[O:40])=[C:21]([CH2:24][S:25][C:26]3[N:31]4[N:32]=[C:33]([CH2:35][O:36][CH3:37])[N:34]=[C:30]4[N:29]=[C:28]([CH3:38])[CH:27]=3)[CH2:22][S:23][C@H:18]12.ON1C2C=CC=CC=2N=N1.C1CCC(N=C=NC2CCCCC2)CC1.P(Cl)(Cl)(Cl)=O.C(=O)([O-])O.[Na+]>CN(C=O)C.CCOCC.C(OCC)(=O)C.O.CO>[NH2:3][C:4]1[S:5][CH:6]=[C:7]([C:9](=[N:13][O:14][CH3:15])[C:10]([NH:16][CH:17]2[C:50](=[O:51])[N:19]3[C:20]([C:39]([O:41][CH2:42][O:43][C:44](=[O:49])[C:45]([CH3:46])([CH3:48])[CH3:47])=[O:40])=[C:21]([CH2:24][S:25][C:26]4[N:31]5[N:32]=[C:33]([CH2:35][O:36][CH3:37])[N:34]=[C:30]5[N:29]=[C:28]([CH3:38])[CH:27]=4)[CH2:22][S:23][C@H:18]23)=[O:12])[N:8]=1 |f:5.6|. Procedure: In 50 ml of DMF were added 3.43 g of 2-(2-formylamino1,3-thiazol-4-yl)-2-methoxyiminoacetic acid, 10.1 g of pivaloyloxymethyl 7-amino-3-[(2-methoxymethyl-5-methyl-s-triazolo[1,5-a]pyrimidin-7-yl)thiomethyl]-3-cephem-4-carboxylate and 2.76 g of 1-hydroxybenzotriazole and ice-cooled, and 3.71 g of DCC was added to the solution and the mixture was stirred for 1.5 hours under ice-cooling. After filtration of the reaction mixture, 20 ml of chloroform was added to the filtrate, and the mixture was add... Reactants: NC1=CC=C(C=C1)N1C2=C(NC(CC1=O)=O)C1=CC=CC=C1C=C2 (5-(4-Aminophenyl)-1H-naphtho[1,2-b][1,4]diazepine-2,4(3H,5H)-dione), C(C1=CC=CC=C1)(=O)Cl (benzoyl chloride), C(O)([O-])=O.[Na+] (sodium hydrogencarbonate). Run in N1=CC=CC=C1 (pyridine). Run at time 30 minute. The product is C(C1=CC=CC=C1)(=O)NC1=CC=C(C=C1)N1C2=C(NC(CC1=O)=O)C1=CC=CC=C1C=C2 (5-(4-Benzoylaminophenyl)-1H-naphtho[1,2-b][1,4]diazepine-2,4(3H,5H)-dione). Yield: 89.9%. RXN SMILES: [NH2:1][C:2]1[CH:7]=[CH:6][C:5]([N:8]2[C:14](=[O:15])[CH2:13][C:12](=[O:16])[NH:11][C:10]3[C:17]4[C:22]([CH:23]=[CH:24][C:9]2=3)=[CH:21][CH:20]=[CH:19][CH:18]=4)=[CH:4][CH:3]=1.[C:25](Cl)(=[O:32])[C:26]1[CH:31]=[CH:30][CH:29]=[CH:28][CH:27]=1.C(=O)([O-])O.[Na+]>N1C=CC=CC=1>[C:25]([NH:1][C:2]1[CH:7]=[CH:6][C:5]([N:8]2[C:14](=[O:15])[CH2:13][C:12](=[O:16])[NH:11][C:10]3[C:17]4[C:22]([CH:23]=[CH:24][C:9]2=3)=[CH:21][CH:20]=[CH:19][CH:18]=4)=[CH:4][CH:3]=1)(=[O:32])[C:26]1[CH:31]=[CH:30][CH:29]=[CH:28][CH:27]=1 |f:2.3|. Procedure: 5-(4-Aminophenyl)-1H-naphtho[1,2-b][1,4]diazepine-2,4(3H,5H)-dione (30 mg, 0.095 mmol), dry pyridine (3 mL), and benzoyl chloride (35 μL, 0.3 mmol) were mixed, and the mixture was stirred at room temperature for 4 hours and 30 minutes. The reaction mixture was added with saturated aqueous sodium hydrogencarbonate, the mixture was extracted with chloroform, and the organic layer was washed with saturated brine, and dried over anhydrous sodium sulfate. The solvent was evaporated under reduced pres... Starting materials: C(C1=CC=CC=C1)OC(N[C@H](C(=O)NCC(CNC(=O)OC(C)(C)C)O)CO)=O (Benzyl[(1S)-2-({3-[(tert-butoxycarbonyl)amino]-2-hydroxypropyl}amino)-1-(hydroxymethyl)-2-oxoethyl]carbamate). Reagents/catalysts: [Pd] (palladium on activated carbon). The solvent is C(C)O (ethanol). Run at time 15 hour. Yields the product C(C)(C)(C)OC(=O)NCC(CNC([C@@H](N)CO)=O)O (N-{3-[(tert-Butoxycarbonyl)amino]-2-hydroxypropyl}-L-serinamide). As a reaction SMILES: C(OC(=O)[NH:10][C@@H:11]([CH2:27][OH:28])[C:12]([NH:14][CH2:15][CH:16]([OH:26])[CH2:17][NH:18][C:19]([O:21][C:22]([CH3:25])([CH3:24])[CH3:23])=[O:20])=[O:13])C1C=CC=CC=1>C(O)C.[Pd]>[C:22]([O:21][C:19]([NH:18][CH2:17][CH:16]([OH:26])[CH2:15][NH:14][C:12](=[O:13])[C@H:11]([CH2:27][OH:28])[NH2:10])=[O:20])([CH3:25])([CH3:23])[CH3:24]. Procedure: 131 mg (0.318 mmol) of benzyl[(1S)-2-({3-[(tert-butoxycarbonyl)amino]-2-hydroxypropyl}amino)-1-(hydroxymethyl)-2-oxoethyl]carbamate (Example 100A) are dissolved in 20 ml of ethanol. 20 mg of palladium on activated carbon (10%) are added thereto, and the mixture is hydrogenated under atmospheric pressure for 15 h. The reaction mixture is filtered through prewashed kieselguhr, and the filtrate is concentrated in vacuo on a rotary evaporator. The crude product is reacted without further purificatio... Starting materials: CCOC(=O)C=Cc1cn(-c2ccccc2)nc1OCc1ccc(OCc2nc(-c3ccccc3)oc2C)c(OC)c1, CCO, Cl, [Na+], C1CCOC1, [OH-]. Yields the product COc1cc(COc2nn(-c3ccccc3)cc2C=CC(=O)O)ccc1OCc1nc(-c2ccccc2)oc1C. As a reaction SMILES: [CH3:1][O:2][c:3]1[cH:4][c:5]([CH2:6][O:7][c:8]2[n:9][n:10](-[c:20]3[cH:21][cH:22][cH:23][cH:24][cH:25]3)[cH:11][c:12]2[CH:13]=[CH:14][C:15](=[O:16])[O:17][CH2:18][CH3:19])[cH:26][cH:27][c:28]1[O:29][CH2:30][c:31]1[n:32][c:33](-[c:37]2[cH:38][cH:39][cH:40][cH:41][cH:42]2)[o:34][c:35]1[CH3:36].[CH3:51][CH2:52][OH:53].[ClH:50].[Na+:44].[O:45]1[CH2:46][CH2:47][CH2:48][CH2:49]1.[OH-:43]>>[CH3:1][O:2][c:3]1[cH:4][c:5]([CH2:6][O:7][c:8]2[n:9][n:10](-[c:20]3[cH:21][cH:22][cH:23][cH:24][cH:25]3)[cH:11][c:12]2[CH:13]=[CH:14][C:15](=[O:16])[OH:17])[cH:26][cH:27][c:28]1[O:29][CH2:30][c:31]1[n:32][c:33](-[c:37]2[cH:38][cH:39][cH:40][cH:41][cH:42]2)[o:34][c:35]1[CH3:36]. Starting materials: N1=CC(=CC=C1)C1=NN=C(O1)C(=O)OC (methyl 5-(pyridin-3-yl)-[1,3,4]-oxadiazole-2-carboxylate), BrCCCCCCC1=CC=CC=C1 (6-bromohexylbenzene). The product is C1(=CC=CC=C1)CCCCCCC(=O)C=1OC(=NN1)C=1C=NC=CC1 (7-Phenyl-1-[5-(pyridin-3-yl)-1,3,4-oxadiazol-2-yl]-heptan-1-one). Yield: 34.0%. RXN SMILES: [N:1]1[CH:6]=[CH:5][CH:4]=[C:3]([C:7]2[O:11][C:10]([C:12]([O:14]C)=O)=[N:9][N:8]=2)[CH:2]=1.Br[CH2:17][CH2:18][CH2:19][CH2:20][CH2:21][CH2:22][C:23]1[CH:28]=[CH:27][CH:26]=[CH:25][CH:24]=1>>[C:23]1([CH2:22][CH2:21][CH2:20][CH2:19][CH2:18][CH2:17][C:12]([C:10]2[O:11][C:7]([C:3]3[CH:2]=[N:1][CH:6]=[CH:5][CH:4]=3)=[N:8][N:9]=2)=[O:14])[CH:28]=[CH:27][CH:26]=[CH:25][CH:24]=1. Reported procedure: Starting with methyl 5-(pyridin-3-yl)-[1,3,4]-oxadiazole-2-carboxylate and 6-bromohexylbenzene, the title compound (20 mg, 34%) was obtained as a white solid, using a procedure analogous to that described in Example 1. 1H NMR (400 MHz, CDCl3) 1.44 (m, 4H), 1.66 (quintet, J=7.5 Hz, 2H), 1.82 (quintet, J=7.3 Hz, 2H), 2.63 (dd, J=7.9, 7.3 Hz, 2H), 3.21 (t, J=7.4 Hz, 2H), 7.17-7.19 (m, 3H), 7.26-7.30 (m, 2H), 7.52 (ddd, J=7.9, 4.7, 0.6 Hz, 1H), 7.94 (dt, J=7.9, 1.9 Hz, 1H) 8.85 (dd, J=5.0, 1.8 Hz, 1... Reactants: C12(C(CCC(C1(C)C)C2)(C)O)O ((+)-Pinanediol), BrCCCCB([O-])[O-] (4-bromo-butane-1-boronate). The solvent is C1CCOC1 (THF). Run at time 1 hour. The product is C12(C(CCC(C1(C)C)C2)(C)O)O.BrCCCCB([O-])[O-] ((+)-pinanediol 4-bromo-butane-1-boronate). Reaction SMILES: [C:1]12([OH:12])[CH2:9][CH:5]([C:6]1([CH3:8])[CH3:7])[CH2:4][CH2:3][C:2]2([OH:11])[CH3:10].[Br:13][CH2:14][CH2:15][CH2:16][CH2:17][B:18]([O-:20])[O-:19]>C1COCC1>[C:1]12([OH:12])[CH2:9][CH:5]([C:6]1([CH3:8])[CH3:7])[CH2:4][CH2:3][C:2]2([OH:11])[CH3:10].[Br:13][CH2:14][CH2:15][CH2:16][CH2:17][B:18]([O-:20])[O-:19] |f:3.4|. Procedure: 4-Bromo-1-butene (20.8 ml, 203.3 mMol) is reacted with catecholborane (24,4 g, 203,3 mMol) at 100° C. over 16 hr. The crude product is distilled in vacuo to give 4-bromo-butane-1-boronate as a white crystalline compound. (+)-Pinanediol (27.7 g, 163 mMol) is dissolved in THF and the above synthesized 4-bromo-butane-1-boronate (41.6 g, 163 mMol) is added. After 1 hr at room temperature, the THF is removed in vacuo and the residue is purified by flash chromatrography (90:10 hexane/EtOAc) to give (+... Starting materials: COC=1C=C2C(=NC=NC2=CC1OC)SC=1C=C(N)C=CC1 (3-(6,7-dimethoxyquinazolin-4-ylthio)aniline), C(C)(C)(C)C1=NN(C(=C1)NC(OC1=CC=CC=C1)=O)C=1C=NC=C(C1)F (phenyl 3-tert-butyl-1-(5-fluoropyridin-3-yl)-1H-pyrazol-5-ylcarbamate). Reagents/catalysts: CN(C)C=1C=CN=CC1 (DMAP). Solvent: C1CCOC1 (THF). The product is C(C)(C)(C)C1=NN(C(=C1)NC(=O)NC1=CC(=CC=C1)SC1=NC=NC2=CC(=C(C=C12)OC)OC)C=1C=NC=C(C1)F (1-(3-tert-butyl-1-(5-fluoropyridin-3-yl)-1H-pyrazol-5-yl)-3-(3-(6,7-dimethoxyquinazolin-4-ylthio)phenyl)urea). The yield is 62.2%. Reaction SMILES: [CH3:1][O:2][C:3]1[CH:4]=[C:5]2[C:10](=[CH:11][C:12]=1[O:13][CH3:14])[N:9]=[CH:8][N:7]=[C:6]2[S:15][C:16]1[CH:17]=[C:18]([CH:20]=[CH:21][CH:22]=1)[NH2:19].[C:23]([C:27]1[CH:31]=[C:30]([NH:32][C:33](=O)[O:34]C2C=CC=CC=2)[N:29]([C:42]2[CH:43]=[N:44][CH:45]=[C:46]([F:48])[CH:47]=2)[N:28]=1)([CH3:26])([CH3:25])[CH3:24]>C1COCC1.CN(C1C=CN=CC=1)C>[C:23]([C:27]1[CH:31]=[C:30]([NH:32][C:33]([NH:19][C:18]2[CH:20]=[CH:21][CH:22]=[C:16]([S:15][C:6]3[C:5]4[C:10](=[CH:11][C:12]([O:13][CH3:14])=[C:3]([O:2][CH3:1])[CH:4]=4)[N:9]=[CH:8][N:7]=3)[CH:17]=2)=[O:34])[N:29]([C:42]2[CH:43]=[N:44][CH:45]=[C:46]([F:48])[CH:47]=2)[N:28]=1)([CH3:26])([CH3:24])[CH3:25]. Procedure: Using the procedure described in Example 306A, to a solution of 3-(6,7-dimethoxyquinazolin-4-ylthio)aniline (94 mg, 0.3 mmol), prepared as described in Example 115B, in THF (3.3 ml) was added DMAP (20 mg, 0.16 mmol) and phenyl 3-tert-butyl-1-(5-fluoropyridin-3-yl)-1H-pyrazol-5-ylcarbamate (159 mg, 0.45 mmol) described in Example 326A to afford 1-(3-tert-butyl-1-(5-fluoropyridin-3-yl)-1H-pyrazol-5-yl)-3-(3-(6,7-dimethoxyquinazolin-4-ylthio)phenyl)urea (107 mg, 62%) as a solid. 1H NMR (300 MHz, DM... The reactants are Cl (HCl), C(C)(C)(C)N1CCC(=CC1)C=1C=C(N2C=CC(C(=C2C1)C1=C(C=CC=C1Cl)Cl)=O)Cl (8-(1-tert-butyl-1,2,3,6-tetrahydropyridin-4-yl)-6-chloro-1-(2,6-dichlorophenyl)-2H-quinolizin-2-one), ClC1=C(C=CC=C1)B(O)O (2-chlorophenylboronic acid), palladium tetrakis triphenylphosphine, C([O-])([O-])=O.[Na+].[Na+] (sodium carbonate). The solvent is COCCOC (DME), C(C)(=O)OCC (ethyl acetate). Conditions: temperature 80 celsius. Yields the product Cl.C(C)(C)(C)N1CCC(=CC1)C=1C=C(N2C=CC(C(=C2C1)C1=C(C=CC=C1Cl)Cl)=O)C1=C(C=CC=C1)Cl (8-(1-tert-butyl-1,2,3,6-tetrahydropyridin-4-yl)-6-(2-chlorophenyl)-1-(2,6-dichlorophenyl)-2H-quinolizin-2-one hydrochloride). Yield: 73.4%. As a reaction SMILES: [C:1]([N:5]1[CH2:10][CH:9]=[C:8]([C:11]2[CH:12]=[C:13](Cl)[N:14]3[C:19]([CH:20]=2)=[C:18]([C:21]2[C:26]([Cl:27])=[CH:25][CH:24]=[CH:23][C:22]=2[Cl:28])[C:17](=[O:29])[CH:16]=[CH:15]3)[CH2:7][CH2:6]1)([CH3:4])([CH3:3])[CH3:2].[Cl:31][C:32]1[CH:37]=[CH:36][CH:35]=[CH:34][C:33]=1B(O)O.C(=O)([O-])[O-].[Na+].[Na+].Cl>COCCOC.C(OCC)(=O)C>[ClH:27].[C:1]([N:5]1[CH2:10][CH:9]=[C:8]([C:11]2[CH:12]=[C:13]([C:33]3[CH:34]=[CH:35][CH:36]=[CH:37][C:32]=3[Cl:31])[N:14]3[C:19]([CH:20]=2)=[C:18]([C:21]2[C:22]([Cl:28])=[CH:23][CH:24]=[CH:25][C:26]=2[Cl:27])[C:17](=[O:29])[CH:16]=[CH:15]3)[CH2:7][CH2:6]1)([CH3:2])([CH3:4])[CH3:3] |f:2.3.4,8.9|. Procedure: To a solution of 8-(1-tert-butyl-1,2,3,6-tetrahydropyridin-4-yl)-6-chloro-1-(2,6-dichlorophenyl)-2H-quinolizin-2-one (57 mg) in DME was added 2-chlorophenylboronic acid (38 mg), palladium tetrakis triphenylphosphine (14 mg) and 2N sodium carbonate (0.36 mL). The mixture was heated to 80° C. for a couple of hours, then cooled to room temperature, and diluted with ethyl acetate/saturated aqueous sodium bicarbonate. The organic layers were dried over magnesium sulfate and concentrated. The residue ...